Dataset: the Open Reaction Database (ORD), a public repository of structured organic reaction records. Task: describe an organic reaction: reactants, conditions, products, and yield Starting materials: O1C(CCCC1)OCCC(C(=O)C1=CC=C(C=C1)OC)C1=CC=CC=C1 (4-[(tetrahydropyran-2-yl)oxy]-2-phenyl-1-(4-methoxyphenyl)butan-1-one), BrC1=CC=CC=C1 (bromobenzene). Product: O1C(CCCC1)OCCC(C(O)(C1=CC=C(C=C1)OC)C1=CC=CC=C1)C1=CC=CC=C1 (4-[(tetrahydropyran-2-yl)oxy]-1,2-diphenyl-1-(4-methoxyphenyl)butan-1-ol). As a reaction SMILES: [O:1]1[CH2:6][CH2:5][CH2:4][CH2:3][CH:2]1[O:7][CH2:8][CH2:9][CH:10]([C:21]1[CH:26]=[CH:25][CH:24]=[CH:23][CH:22]=1)[C:11]([C:13]1[CH:18]=[CH:17][C:16]([O:19][CH3:20])=[CH:15][CH:14]=1)=[O:12].Br[C:28]1[CH:33]=[CH:32][CH:31]=[CH:30][CH:29]=1>>[O:1]1[CH2:6][CH2:5][CH2:4][CH2:3][CH:2]1[O:7][CH2:8][CH2:9][CH:10]([C:21]1[CH:26]=[CH:25][CH:24]=[CH:23][CH:22]=1)[C:11]([C:28]1[CH:33]=[CH:32][CH:31]=[CH:30][CH:29]=1)([C:13]1[CH:14]=[CH:15][C:16]([O:19][CH3:20])=[CH:17][CH:18]=1)[OH:12]. Procedure: The (RS,SR)-isomers are prepared from the evaporation residue obtained in step (a) and 23.6 g of bromobenzene in the same manner as (RR,SS)-isomers above. The reactants are [Al+3], CCOC(=O)c1cc2cccc(F)c2o1, [H-], [H-], [H-], [H-], [Li+], [Na+], [Na+], C1CCOC1, O, O, O, O, O, O, O, O, O, O, O=S(=O)([O-])[O-]. Yields the product OCc1cc2cccc(F)c2o1. Reaction SMILES: [Al+3:17].[F:1][c:2]1[cH:3][cH:4][cH:5][c:6]2[cH:7][c:8]([C:11](=[O:12])[O:13][CH2:14][CH3:15])[o:9][c:10]12.[H-:16].[H-:19].[H-:20].[H-:21].[Li+:18].[Na+:37].[Na+:38].[O:39]1[CH2:40][CH2:41][CH2:42][CH2:43]1.[OH2:22].[OH2:23].[OH2:24].[OH2:25].[OH2:26].[OH2:27].[OH2:28].[OH2:29].[OH2:30].[OH2:31].[S:32]([O-:33])([O-:34])(=[O:35])=[O:36]>>[F:1][c:2]1[cH:3][cH:4][cH:5][c:6]2[cH:7][c:8]([CH2:11][OH:12])[o:9][c:10]12. The reactants are C[C@H]1[C@@H](CCCC1)OC([C@H](NC(=O)OCC1=CC=CC=C1)C)=O (N-Benzyloxycarbonyl-D-alanine-trans-2-methylcyclohexyl ester), O.C1(=CC=C(C=C1)S(=O)(=O)O)C (p-toluenesulfonic acid monohydrate). Reagents/catalysts: [Pd] (Pd/C). Run in CO (MeOH). The product is C1(=CC=C(C=C1)S(=O)(=O)O)C.C[C@H]1[C@@H](CCCC1)OC([C@H](N)C)=O (D-Alanine trans- 2-Methylcyclohexyl Ester p-Toluenesulfonate). As a reaction SMILES: [CH3:1][C@@H:2]1[CH2:7][CH2:6][CH2:5][CH2:4][C@H:3]1[O:8][C:9](=[O:23])[C@@H:10]([CH3:22])[NH:11]C(OCC1C=CC=CC=1)=O.O.[C:25]1([CH3:35])[CH:30]=[CH:29][C:28]([S:31]([OH:34])(=[O:33])=[O:32])=[CH:27][CH:26]=1>CO.[Pd]>[C:25]1([CH3:35])[CH:26]=[CH:27][C:28]([S:31]([OH:34])(=[O:32])=[O:33])=[CH:29][CH:30]=1.[CH3:1][C@@H:2]1[CH2:7][CH2:6][CH2:5][CH2:4][C@H:3]1[O:8][C:9](=[O:23])[C@@H:10]([CH3:22])[NH2:11] |f:1.2,5.6|. Procedure: N-Benzyloxycarbonyl-D-alanine-trans-2-methylcyclohexyl ester (14.7 g, 47.5 mmol) and p-toluenesulfonic acid monohydrate (9.04 g, 47.5 mmol) were dissolved in 135 mL MeOH. The methanolic solution was hydrogenated over 2.51 g of 10% Pd/C at 40 psi in a Parr apparatus for 1 hour. The catalyst was removed by filtration through a Celite pad and the filtrate was concentrated under reduced pressure. The salt was precipitated by addition of ether. Yield: 13.8 g in 2 crops (81%) mp 145°-147°. Tlc on sili... Reactants: CC(=O)[O-], ClCC1CN2CCCC2CO1, [K+]. Product: CC(=O)OCC1CN2CCCC2CO1. RXN SMILES: [CH3:13][C:14]([O-:15])=[O:16].[Cl:1][CH2:2][CH:3]1[CH2:4][N:5]2[CH:6]([CH2:7][O:8]1)[CH2:9][CH2:10][CH2:11]2.[K+:12]>>[CH2:2]([CH:3]1[CH2:4][N:5]2[CH:6]([CH2:7][O:8]1)[CH2:9][CH2:10][CH2:11]2)[O:16][C:14]([CH3:13])=[O:15]. Reactants: Clc1cccc(Cl)c1Cc1nc2c(Cl)ncnc2s1, Nc1nnc(C(F)(F)F)s1, [H-], [Na+], CN(C)C=O, O. Yields the product FC(F)(F)c1nnc(Nc2ncnc3sc(Cc4c(Cl)cccc4Cl)nc23)s1. As a reaction SMILES: [Cl:1][c:2]1[c:3]2[c:4]([n:5][cH:6][n:7]1)[s:8][c:9]([CH2:11][c:12]1[c:13]([Cl:19])[cH:14][cH:15][cH:16][c:17]1[Cl:18])[n:10]2.[F:20][C:21]([c:22]1[n:23][n:24][c:25]([NH2:27])[s:26]1)([F:28])[F:29].[H-:31].[Na+:30].[O:33]=[CH:34][N:35]([CH3:36])[CH3:37].[OH2:32]>>[c:2]1([NH:27][c:25]2[n:24][n:23][c:22]([C:21]([F:20])([F:28])[F:29])[s:26]2)[c:3]2[c:4]([n:5][cH:6][n:7]1)[s:8][c:9]([CH2:11][c:12]1[c:13]([Cl:19])[cH:14][cH:15][cH:16][c:17]1[Cl:18])[n:10]2. Starting materials: C=CCN, Cc1ccccc1, O=C(Cl)C=Cc1cccc(F)c1, c1ccccc1. Yields the product C=CCNC(=O)C=Cc1cccc(F)c1. As a reaction SMILES: [CH2:13]([CH:14]=[CH2:15])[NH2:16].[CH3:17][c:18]1[cH:19][cH:20][cH:21][cH:22][cH:23]1.[F:1][c:2]1[cH:3][c:4]([CH:5]=[CH:6][C:7](=[O:8])[Cl:9])[cH:10][cH:11][cH:12]1.[cH:24]1[cH:25][cH:26][cH:27][cH:28][cH:29]1>>[F:1][c:2]1[cH:3][c:4]([CH:5]=[CH:6][C:7](=[O:8])[NH:16][CH2:13][CH:14]=[CH2:15])[cH:10][cH:11][cH:12]1. Reactants: C[Si](CCOCN1C=CC2=C1N=CN=C2C=2C=NN(C2)C2CCC(CC2)=O)(C)C (4-[4-(7-[2-(trimethylsilyl)-ethoxy]methyl-7H-pyrrolo[2,3-d]pyrimidin-4-yl)-1H-pyrazol-1-yl]cyclohexanone), CC(C)([O-])C.[K+] (potassium tert-butoxide), C(#N)CP(OCC)(OCC)=O (diethyl cyanomethylphosphonate). Solvent: C1CCOC1 (THF), C1CCOC1 (THF), C1CCOC1 (THF). Conditions: temperature 0 celsius, time 10 minute. Product: C[Si](CCOCN1C=CC2=C1N=CN=C2C=2C=NN(C2)C2CCC(CC2)=CC#N)(C)C (4-[4-(7-[2-(Trimethylsilyl)ethoxy]methyl-7H-pyrrolo[2,3-d]pyrimidin-4-yl)-1H-pyrazol-1-yl]cyclohexylideneacetonitrile). RXN SMILES: CC(C)([O-])C.[K+].[C:7]([CH2:9]P(=O)(OCC)OCC)#[N:8].[CH3:18][Si:19]([CH3:46])([CH3:45])[CH2:20][CH2:21][O:22][CH2:23][N:24]1[C:28]2[N:29]=[CH:30][N:31]=[C:32]([C:33]3[CH:34]=[N:35][N:36]([CH:38]4[CH2:43][CH2:42][C:41](=O)[CH2:40][CH2:39]4)[CH:37]=3)[C:27]=2[CH:26]=[CH:25]1>C1COCC1>[CH3:18][Si:19]([CH3:46])([CH3:45])[CH2:20][CH2:21][O:22][CH2:23][N:24]1[C:28]2[N:29]=[CH:30][N:31]=[C:32]([C:33]3[CH:34]=[N:35][N:36]([CH:38]4[CH2:43][CH2:42][C:41](=[CH:9][C:7]#[N:8])[CH2:40][CH2:39]4)[CH:37]=3)[C:27]=2[CH:26]=[CH:25]1 |f:0.1|. Procedure details: To a solution of 1.0 M potassium tert-butoxide in THF (1.90 mL) at 0° C. was added a solution of diethyl cyanomethylphosphonate (321 μL, 0.00198 mol) in THF (4 mL) dropwise. The reaction was held for 10 min, then it was added to a solution of 4-[4-(7-[2-(trimethylsilyl)-ethoxy]methyl-7H-pyrrolo[2,3-d]pyrimidin-4-yl)-1H-pyrazol-1-yl]cyclohexanone (743 mg, 0.00180 mol) in THF (5 mL) stirring at 0° C. under a nitrogen atmosphere. The reaction was stirred 1.5 h at rt. LCMS analysis showed clean conv...